This data is from the Open Reaction Database (ORD), a public repository of structured organic reaction records. The task is: describe an organic reaction: reactants, conditions, products, and yield Reactants: CC(C)(C)OC(=O)N1CCC2CN(c3cncc(C#N)c3)C2C1, ClCCl, O=C(O)C(F)(F)F. The product is N#Cc1cncc(N2CC3CCNCC32)c1. As a reaction SMILES: [C:1](#[N:2])[c:3]1[cH:4][c:5]([N:9]2[CH2:10][CH:11]3[CH2:12][CH2:13][N:14]([C:17]([O:18][C:19]([CH3:20])([CH3:21])[CH3:22])=[O:23])[CH2:15][CH:16]23)[cH:6][n:7][cH:8]1.[Cl:31][CH2:32][Cl:33].[OH:24][C:25]([C:26]([F:27])([F:28])[F:29])=[O:30]>>[C:1](#[N:2])[c:3]1[cH:4][c:5]([N:9]2[CH2:10][CH:11]3[CH2:12][CH2:13][NH:14][CH2:15][CH:16]23)[cH:6][n:7][cH:8]1. Starting materials: CC(C)[Si](Oc1ccc(C=O)cc1)(C(C)C)C(C)C, OCCO, c1ccccc1. The product is CC(C)[Si](Oc1ccc(C2OCCO2)cc1)(C(C)C)C(C)C. Reaction SMILES: [CH:1]([CH3:2])([CH3:3])[Si:4]([O:5][c:6]1[cH:7][cH:8][c:9]([CH:10]=[O:11])[cH:12][cH:13]1)([CH:14]([CH3:15])[CH3:16])[CH:17]([CH3:18])[CH3:19].[OH:20][CH2:21][CH2:22][OH:23].[cH:24]1[cH:25][cH:26][cH:27][cH:28][cH:29]1>>[CH:1]([CH3:2])([CH3:3])[Si:4]([O:5][c:6]1[cH:7][cH:8][c:9]([CH:10]2[O:11][CH2:22][CH2:21][O:20]2)[cH:12][cH:13]1)([CH:14]([CH3:15])[CH3:16])[CH:17]([CH3:18])[CH3:19]. The reagents and catalysts are [Pd] (palladium on activated carbon). Reaction SMILES: C1([C:7]2[N:16]3[C:10]([C:11](=O)[C:12]4[CH:20]=[CH:19][CH:18]=[CH:17][C:13]=4[CH2:14][CH2:15]3)=[N:9][N:8]=2)C=CC=CC=1.[H][H].[CH2:24](O)[CH3:25]>[Pd]>[CH3:10][N:16]1[CH2:25][CH2:24][CH:13]([CH:11]2[C:12]3[CH:20]=[CH:19][CH:18]=[CH:17][C:13]=3[CH2:14][CH2:15][N:9]3[N:8]=[CH:7][N:16]=[C:10]23)[CH2:14][CH2:15]1. The yield is 83.0%. The product is CN1CCC(CC1)C1C=2N(CCC3=C1C=CC=C3)N=CN2 ((±)-6,11-dihydro-11-(1-methyl-4-piperidinyl)-5H-[1,2,4]triazolo[5,1-b][3]benzazepine). Reactants: C1(=CC=CC=C1)C1=NN=C2C(C3=C(CCN21)C=CC=C3)=O (5,6-dihydro-3-phenyl-11H-1,2,4-triazolo[3,4-b][3]benzazepin-11-one), C(C)O (ethanol), [H][H] (hydrogen). Procedure details: Compound (5) (0.00767 mol) in ethanol (200 ml) was hydrogenated with palladium on activated carbon (2.2 g) as a catalyst at 50° C. over a 5 hours period under a 3 bar pressure in a Parr apparatus. After uptake of hydrogen (1 eq.), the catalyst was filtered through celite and the filtrate was evaporated. The residue (2.1 g) was purified by column chromatography over silica gel (eluent: CH2Cl2 /CH3OH/NH4OH 94/6/0.5 to 90/10/0.5) (15-40 μm). The pure fractions were collected and evaporated. The res... The reactants are [C+4], CN(C)C1CN(C2CCN(C(=O)Nc3cc(Oc4ccc([N+](=O)[O-])cc4)ccn3)CC2)C1, C1CCOC1, [OH-], [OH-], [OH-], [OH-], [OH-], [OH-], [Pd+2]. Yields the product CN(C)C1CN(C2CCN(C(=O)Nc3cc(Oc4ccc(N)cc4)ccn3)CC2)C1. As a reaction SMILES: [C+4:38].[N+:1]([O-:2])(=[O:3])[c:4]1[cH:5][cH:6][c:7]([O:8][c:9]2[cH:10][c:11]([NH:15][C:16](=[O:17])[N:18]3[CH2:19][CH2:20][CH:21]([N:24]4[CH2:25][CH:26]([N:28]([CH3:29])[CH3:30])[CH2:27]4)[CH2:22][CH2:23]3)[n:12][cH:13][cH:14]2)[cH:31][cH:32]1.[O:33]1[CH2:34][CH2:35][CH2:36][CH2:37]1.[OH-:39].[OH-:41].[OH-:42].[OH-:43].[OH-:44].[OH-:45].[Pd+2:40]>>[NH2:1][c:4]1[cH:5][cH:6][c:7]([O:8][c:9]2[cH:10][c:11]([NH:15][C:16](=[O:17])[N:18]3[CH2:19][CH2:20][CH:21]([N:24]4[CH2:25][CH:26]([N:28]([CH3:29])[CH3:30])[CH2:27]4)[CH2:22][CH2:23]3)[n:12][cH:13][cH:14]2)[cH:31][cH:32]1. Reactants: C1(=CC=CC=C1)C (toluene), crude product, CC(CCCCCC)OC1=CC=C(C=C1)N=NC1=CC=C(C=C1)O (4-(1-methyl-heptyloxy)-4'-hydroxy-azobenzene), C(CCCCCCCCCCC)Br (lauryl bromide), [OH-].[K+] (KOH). Run in C(C)O (ethanol). Product: C(CCCCCCCCCCC)OC1(CC=C(C=C1)N=NC1=CC=CC=C1)OC(CCCCCC)C (4'-dodecyloxy-4'-(1-methyl-heptyloxy)-azobenzene). Reaction SMILES: [CH3:1][CH:2]([O:9][C:10]1[CH:15]=[CH:14][C:13]([N:16]=[N:17][C:18]2[CH:23]=[CH:22][C:21](O)=[CH:20][CH:19]=2)=[CH:12][CH:11]=1)[CH2:3][CH2:4][CH2:5][CH2:6][CH2:7][CH3:8].[CH2:25](Br)[CH2:26][CH2:27][CH2:28][CH2:29][CH2:30][CH2:31][CH2:32][CH2:33][CH2:34][CH2:35][CH3:36].[OH-:38].[K+].C1(C)C=CC=CC=1>C(O)C>[CH2:25]([O:38][C:10]1([O:9][CH:2]([CH3:1])[CH2:3][CH2:4][CH2:5][CH2:6][CH2:7][CH3:8])[CH:15]=[CH:14][C:13]([N:16]=[N:17][C:18]2[CH:23]=[CH:22][CH:21]=[CH:20][CH:19]=2)=[CH:12][CH2:11]1)[CH2:26][CH2:27][CH2:28][CH2:29][CH2:30][CH2:31][CH2:32][CH2:33][CH2:34][CH2:35][CH3:36] |f:2.3|. Reported procedure: The above crude product of 4-(1-methyl-heptyloxy)-4'-hydroxy-azobenzene (16.5 g) was heated with lauryl bromide (16 g) in ethanol in the presence of KOH (3.6 g) under reflux for 10 hours, followed by passing a toluene solution of the product through an alumina chromatographic column and recrystallizing from heptane to obtain 4'-dodecyloxy-4'-(1-methyl-heptyloxy)-azobenzene Starting materials: C(C)OC(CC1=CC(=CC(=C1)Cl)OC1=C(C=C(C=C1)Br)CBr)=O ([3-(4-Bromo-2-bromomethyl-phenoxy)-5-chloro-phenyl]-acetic acid ethyl ester), O1CCOCC1 (1,4-dioxane), O1[C-]=NC(C1)=O (2-oxazolidone), [H-].[Na+] (sodium hydride). Reaction conditions: temperature 80 celsius, time 2 hour. Product: C(C)OC(CC1=CC(=CC(=C1)Cl)OC1=C(C=C(C=C1)Br)CN1C(OCC1)=O)=O ({3-[4-Bromo-2-(2-oxo-oxazolidin-3-ylmethyl)-phenoxy]-5-chloro-phenyl}-acetic acid ethyl ester). As a reaction SMILES: [CH2:1]([O:3][C:4](=[O:23])[CH2:5][C:6]1[CH:11]=[C:10]([Cl:12])[CH:9]=[C:8]([O:13][C:14]2[CH:19]=[CH:18][C:17]([Br:20])=[CH:16][C:15]=2[CH2:21]Br)[CH:7]=1)[CH3:2].[O:24]1[CH2:28][C:27](=O)[N:26]=[C-:25]1.[H-].[Na+].[O:32]1CCOCC1>>[CH2:1]([O:3][C:4](=[O:23])[CH2:5][C:6]1[CH:11]=[C:10]([Cl:12])[CH:9]=[C:8]([O:13][C:14]2[CH:19]=[CH:18][C:17]([Br:20])=[CH:16][C:15]=2[CH2:21][N:26]2[CH2:27][CH2:28][O:24][C:25]2=[O:32])[CH:7]=1)[CH3:2] |f:2.3|. Procedure: [3-(4-Bromo-2-bromomethyl-phenoxy)-5-chloro-phenyl]-acetic acid ethyl ester (0.10 g, 0.25 mmol), 2-oxazolidone (0.044 g, 0.5 mmol), and sodium hydride (60% in mineral oil; 0.02 g, 0.5 mmol) were combined in 1,4-dioxane (4 mL) and stirred at 80° C. for 2 hours. After work-up, the crude material was purified by silica gel chromatography (0-100% EtOAc in hexanes) to give the title compound.